Dataset: the Open Reaction Database (ORD), a public repository of structured organic reaction records. Task: describe an organic reaction: reactants, conditions, products, and yield Yields the product ClC1=CC=CC(=N1)OC1=C2C=C(NC2=CC=C1)C(=O)O (4-(6-Chloro-pyridin-2-yloxy)-1H-indole-2-carboxylic acid). Run at time 1 hour. RXN SMILES: C([O:3][C:4]([C:6]1[NH:7][C:8]2[C:13]([CH:14]=1)=[C:12]([O:15][C:16]1[CH:21]=[CH:20][CH:19]=[C:18]([Cl:22])[N:17]=1)[CH:11]=[CH:10][CH:9]=2)=[O:5])C.[OH-].[Na+].Cl>CO>[Cl:22][C:18]1[N:17]=[C:16]([O:15][C:12]2[CH:11]=[CH:10][CH:9]=[C:8]3[C:13]=2[CH:14]=[C:6]([C:4]([OH:5])=[O:3])[NH:7]3)[CH:21]=[CH:20][CH:19]=1 |f:1.2|. Starting materials: [OH-].[Na+] (NaOH), C(C)OC(=O)C=1NC2=CC=CC(=C2C1)OC1=NC(=CC=C1)Cl (4-(6-Chloro-pyridin-2-yloxy)-1H-indole-2-carboxylic acid ethyl ester), Cl (HCl). Run in CO (methanol). Procedure details: 160 (100 mg, 0.315 mmol) is dissolved in 4 ml of methanol and treated with a solution of NaOH (1 ml, 2N). The mixture is stirred 1 hour at room temperature. The reaction mixture is acidified with HCl (1 ml, 2N) and evaporated. The crude mixture is used in the next step without further purification. Reactants: C(C)C1=C(C(=CC=C1)CC)C=1C=C2C(=CN1)N(C=C2C=C)C2=CC=C(C=C2)C(C)C (5-(2,6-diethyl-phenyl)-1-(4-isopropyl-phenyl)-3-vinyl-1H-pyrrolo[2,3-c]pyridine), NaIO4, C1CCOC1.O (THF water). The reagents and catalysts are O=[Os](=O)(=O)=O (OsO4). Run at time 18 hour. The product is C(C)C1=C(C(=CC=C1)CC)C=1C=C2C(=CN1)N(C=C2C=O)C2=CC=C(C=C2)C(C)C (5-(2,6-diethyl-phenyl)-1-(4-isopropyl-phenyl)-1H-pyrrolo[2,3-c]pyridine-3-carbaldehyde). Reaction SMILES: [CH2:1]([C:3]1[CH:8]=[CH:7][CH:6]=[C:5]([CH2:9][CH3:10])[C:4]=1[C:11]1[CH:12]=[C:13]2[C:19]([CH:20]=C)=[CH:18][N:17]([C:22]3[CH:27]=[CH:26][C:25]([CH:28]([CH3:30])[CH3:29])=[CH:24][CH:23]=3)[C:14]2=[CH:15][N:16]=1)[CH3:2].C1C[O:34]CC1.O>O=[Os](=O)(=O)=O>[CH2:1]([C:3]1[CH:8]=[CH:7][CH:6]=[C:5]([CH2:9][CH3:10])[C:4]=1[C:11]1[CH:12]=[C:13]2[C:19]([CH:20]=[O:34])=[CH:18][N:17]([C:22]3[CH:27]=[CH:26][C:25]([CH:28]([CH3:30])[CH3:29])=[CH:24][CH:23]=3)[C:14]2=[CH:15][N:16]=1)[CH3:2] |f:1.2|. Reported procedure: To a solution of 5-(2,6-diethyl-phenyl)-1-(4-isopropyl-phenyl)-3-vinyl-1H-pyrrolo[2,3-c]pyridine (400 mg, 1.0 mmol) in a THF/water mixture (3:1, 10 mL), NaIO4 (0.65 g, 3.0 mmol) and OsO4 (4% in water, 3 drops) are added and the mixture is stirred for 18 hours at room temperature. The solvent is removed under reduced pressure, and the residue is extracted with EtOAc. The combined organic extracts are washed with brine, dried (Na2SO4), and concentrated under reduced pressure. The residue is purifi... Reactants: [Cu]C#N (Copper (I) cyanide), BrC=1C=C2C=CC(=CC2=CC1)O (6-bromo-2-hydroxynaphthalene). Reagents/catalysts: [Fe](Cl)(Cl)Cl (iron(III) chloride). Run in O (water), Cl (hydrochloric acid), CN1C(CCC1)=O (N-methyl-2-pyrrolidinone). Reaction conditions: temperature 200 celsius, time 30 minute. Yields the product C(#N)C=1C=C2C=CC(=CC2=CC1)O (6-Cyano-2-naphthol). Isolated yield 54.8%. Reaction SMILES: [Cu][C:2]#[N:3].Br[C:5]1[CH:6]=[C:7]2[C:12](=[CH:13][CH:14]=1)[CH:11]=[C:10]([OH:15])[CH:9]=[CH:8]2>CN1CCCC1=O.O.Cl.[Fe](Cl)(Cl)Cl>[C:2]([C:5]1[CH:6]=[C:7]2[C:12](=[CH:13][CH:14]=1)[CH:11]=[C:10]([OH:15])[CH:9]=[CH:8]2)#[N:3]. Procedure: Copper (I) cyanide (2.73 g, 0.03 mol) was added to a solution containing 5 g (0.022 mol) 6-bromo-2-hydroxynaphthalene in 25 ml of dry N-methyl-2-pyrrolidinone and refluxed at 200° C. under nitrogen for 1.5 h. The reaction mixture was cooled to 100° C., poured into a solution of iron(III) chloride (5.9 g) in water (91 ml) and concentrated hydrochloric acid (3.18 ml), and stirred at 60° C. for 30 min. The obtained mixture was extracted with ethyl ether. The ether layer was treated with charcoal, d... Starting materials: Br, C1CCOC1, CCC(C)(C)N, COCCn1c(C)c(C)sc1=N, CCN(C(C)C)C(C)C, O=C(Cl)Oc1ccc([N+](=O)[O-])cc1. The product is CCC(C)(C)NC(=O)N=c1sc(C)c(C)n1CCOC. RXN SMILES: [BrH:20].[CH2:33]1[O:34][CH2:35][CH2:36][CH2:37]1.[CH3:1][C:2]([CH2:3][CH3:4])([CH3:5])[NH2:6].[CH3:21][O:22][CH2:23][CH2:24][n:25]1[c:26](=[NH:32])[s:27][c:28]([CH3:31])[c:29]1[CH3:30].[CH:38]([N:39]([CH2:40][CH3:41])[CH:42]([CH3:43])[CH3:44])([CH3:45])[CH3:46].[Cl:7][C:8](=[O:9])[O:10][c:11]1[cH:12][cH:13][c:14]([N+:15]([O-:16])=[O:17])[cH:18][cH:19]1>>[CH3:1][C:2]([CH2:3][CH3:4])([CH3:5])[NH:6][C:8](=[O:9])[N:32]=[c:26]1[n:25]([CH2:24][CH2:23][O:22][CH3:21])[c:29]([CH3:30])[c:28]([CH3:31])[s:27]1.